From a dataset of the Open Reaction Database (ORD), a public repository of structured organic reaction records. describe an organic reaction: reactants, conditions, products, and yield Reactants: CO, CCS(=O)(=O)N1CCC(C#N)(CC2CC2)CC1, N. The product is CCS(=O)(=O)N1CCC(CN)(CC2CC2)CC1. Reaction SMILES: [CH3:19][OH:20].[CH:1]1([CH2:4][C:5]2([C:16]#[N:17])[CH2:6][CH2:7][N:8]([S:11](=[O:12])(=[O:13])[CH2:14][CH3:15])[CH2:9][CH2:10]2)[CH2:2][CH2:3]1.[NH3:18]>>[CH:1]1([CH2:4][C:5]2([CH2:16][NH2:17])[CH2:6][CH2:7][N:8]([S:11](=[O:12])(=[O:13])[CH2:14][CH3:15])[CH2:9][CH2:10]2)[CH2:2][CH2:3]1.